This data is from the Open Reaction Database (ORD), a public repository of structured organic reaction records. The task is: describe an organic reaction: reactants, conditions, products, and yield Reactants: C(C)(C)C1=C(C(=CC=C1)C(C)C)NC(CNCC1(CCCCC1)NC1=CC=CC=C1)=O (N-(2,6-diisopropylphenyl)-2-[(1-phenylaminocyclohexyl-methyl)amino]acetamide), C(C)(C)N(CC)C(C)C (diisopropylethylamine), O (water), ClC(Cl)(OC(OC(Cl)(Cl)Cl)=O)Cl (triphosgene). The solvent is ClCCl (dichloromethane), ClCCl (dichloro-methane). Reaction conditions: temperature 0 celsius. Yields the product C(C)(C)C1=C(C(=CC=C1)C(C)C)NC(CN1C(N(C2(C1)CCCCC2)C2=CC=CC=C2)=O)=O (N-(2,6-Diisopropylphenyl)-2-(2-oxo-1-phenyl-1,3-diazaspiro[4.5]dec-3-yl)-acetamide). Isolated yield 79.0%. As a reaction SMILES: Cl[C:2](Cl)([O:4]C(=O)OC(Cl)(Cl)Cl)Cl.[CH:13]([C:16]1[CH:21]=[CH:20][CH:19]=[C:18]([CH:22]([CH3:24])[CH3:23])[C:17]=1[NH:25][C:26](=[O:43])[CH2:27][NH:28][CH2:29][C:30]1([NH:36][C:37]2[CH:42]=[CH:41][CH:40]=[CH:39][CH:38]=2)[CH2:35][CH2:34][CH2:33][CH2:32][CH2:31]1)([CH3:15])[CH3:14].C(N(C(C)C)CC)(C)C.O>ClCCl>[CH:13]([C:16]1[CH:21]=[CH:20][CH:19]=[C:18]([CH:22]([CH3:24])[CH3:23])[C:17]=1[NH:25][C:26](=[O:43])[CH2:27][N:28]1[CH2:29][C:30]2([CH2:31][CH2:32][CH2:33][CH2:34][CH2:35]2)[N:36]([C:37]2[CH:42]=[CH:41][CH:40]=[CH:39][CH:38]=2)[C:2]1=[O:4])([CH3:14])[CH3:15]. Procedure details: 136 mg (0.46 mmol) of triphosgene are added to 10 ml of dichloro-methane. The medium is cooled to 0° C. and a solution of 580 mg (1.37 mmol) of N-(2,6-diisopropylphenyl)-2-[(1-phenylaminocyclohexyl-methyl)amino]acetamide and 260 μl (1.49 mmol) of diisopropylethylamine in 10 ml of dichloromethane are added drop by drop. The mixture is allowed to rise to room temperature and is stirred for one night. The medium is then poured into water and extracted with dichloromethane. The organic phases are co... Reactants: CN(CC(=O)OC(C)(C)C)Cc1cc(C#N)ccc1F, CCO, NO. Yields the product CN(CC(=O)OC(C)(C)C)Cc1cc(C(N)=NO)ccc1F. RXN SMILES: [C:3](#[N:4])[c:5]1[cH:6][cH:7][c:8]([F:22])[c:9]([CH2:10][N:11]([CH2:12][C:13](=[O:14])[O:15][C:16]([CH3:17])([CH3:18])[CH3:19])[CH3:20])[cH:21]1.[CH3:23][CH2:24][OH:25].[NH2:1][OH:2]>>[N:1]([OH:2])=[C:3]([NH2:4])[c:5]1[cH:6][cH:7][c:8]([F:22])[c:9]([CH2:10][N:11]([CH2:12][C:13](=[O:14])[O:15][C:16]([CH3:17])([CH3:18])[CH3:19])[CH3:20])[cH:21]1. Reactants: C=1(C(=CC=CC1)C(=O)Cl)C (o-toluoyl chloride), NC=1SC(=CN1)[N+](=O)[O-] (2-amino-5-nitrothiazole). Solvent: N1=CC=CC=C1 (pyridine), N1=CC=CC=C1 (pyridine). Reaction conditions: time 2 hour. Yields the product CC1=C(C(=O)NC=2SC(=CN2)[N+](=O)[O-])C=CC=C1 (2-methyl-N-(5-nitro-2-thiazolyl)benzamide). Reaction SMILES: [C:1]1([CH3:10])[C:2]([C:7](Cl)=[O:8])=[CH:3][CH:4]=[CH:5][CH:6]=1.[NH2:11][C:12]1[S:13][C:14]([N+:17]([O-:19])=[O:18])=[CH:15][N:16]=1>N1C=CC=CC=1>[CH3:10][C:1]1[CH:6]=[CH:5][CH:4]=[CH:3][C:2]=1[C:7]([NH:11][C:12]1[S:13][C:14]([N+:17]([O-:19])=[O:18])=[CH:15][N:16]=1)=[O:8]. Procedure: A solution of o-toluoyl chloride (17 g) in a few milliliters of pyridine was added dropwise to a suspension of 2-amino-5-nitrothiazole (16 g) in pyridine (100 ml), initially at room temperature, then at 0°. After the addition was complete, the reaction mixture was stirred for 2 hr at room temperature, and was then quenched in ice-water. Recrystallisation of the precipitated amide from 2-methoxyethanol afforded 2-methyl-N-(5-nitro-2-thiazolyl)benzamide, m.pt. 228°-230°. Reaction SMILES: C(OC([NH:11][CH:12]([CH2:28][O:29][CH:30]1[CH2:35][CH2:34][CH2:33][CH2:32][O:31]1)[C:13]([NH:15][C:16]1[CH:21]=[CH:20][C:19]([CH2:22][C:23]([O:25][CH2:26][CH3:27])=[O:24])=[CH:18][CH:17]=1)=[O:14])=O)C1C=CC=CC=1.[Cl:36][C:37]1[CH:42]=[CH:41][C:40]([S:43](Cl)(=[O:45])=[O:44])=[CH:39][C:38]=1[N+:47]([O-:49])=[O:48]>[Pd]>[Cl:36][C:37]1[CH:42]=[CH:41][C:40]([S:43]([NH:11][CH:12]([CH2:28][O:29][CH:30]2[CH2:35][CH2:34][CH2:33][CH2:32][O:31]2)[C:13]([NH:15][C:16]2[CH:17]=[CH:18][C:19]([CH2:22][C:23]([O:25][CH2:26][CH3:27])=[O:24])=[CH:20][CH:21]=2)=[O:14])(=[O:45])=[O:44])=[CH:39][C:38]=1[N+:47]([O-:49])=[O:48]. Procedure: The procedure described in Example 15 was repeated, except that (RS)-2-(benzyloxycarbonylamino)-N-(4-(ethoxycarbonylmethyl)phenyl)-3-(tetrahydropyran-2-yloxy)propanamide (500 mg) was hydrogenolyzed in the presence of 10% Pd-C, and then, reacted with 4-chloro-3-nitrobenzenesulfonyl chloride (524 mg) to obtain (RS)-2-(4-chloro-3-nitrobenzenesulfonylamino)-N-(4-(ethoxycarbonylmethyl) phenyl)-3-(tetrahydropyran-2-yloxy)propanamide (198.2 mg). Yields the product ClC1=C(C=C(C=C1)S(=O)(=O)NC(C(=O)NC1=CC=C(C=C1)CC(=O)OCC)COC1OCCCC1)[N+](=O)[O-] ((RS)-2-(4-chloro-3-nitrobenzenesulfonylamino)-N-(4-(ethoxycarbonylmethyl) phenyl)-3-(tetrahydropyran-2-yloxy)propanamide). The reactants are C(C1=CC=CC=C1)OC(=O)NC(C(=O)NC1=CC=C(C=C1)CC(=O)OCC)COC1OCCCC1 ((RS)-2-(benzyloxycarbonylamino)-N-(4-(ethoxycarbonylmethyl)phenyl)-3-(tetrahydropyran-2-yloxy)propanamide), ClC1=C(C=C(C=C1)S(=O)(=O)Cl)[N+](=O)[O-] (4-chloro-3-nitrobenzenesulfonyl chloride). Isolated yield 33.7%. The reagents and catalysts are [Pd] (Pd-C). Reactants: BrC=1C=C(N)C(=CC1)C (3-bromo-6-methylaniline), C(C)(=O)Cl (acetyl chloride). Solvent: N1=CC=CC=C1 (pyridine). Reaction conditions: time 1 hour. Product: BrC=1C=CC(=C(C1)NC(C)=O)C (N-(5-Bromo-2-methyl-phenyl)-acetamide). Yield: 61.2%. Reaction SMILES: [Br:1][C:2]1[CH:3]=[C:4]([C:6]([CH3:9])=[CH:7][CH:8]=1)[NH2:5].[C:10](Cl)(=[O:12])[CH3:11]>N1C=CC=CC=1>[Br:1][C:2]1[CH:8]=[CH:7][C:6]([CH3:9])=[C:4]([NH:5][C:10](=[O:12])[CH3:11])[CH:3]=1. Procedure: To a solution of 3-bromo-6-methylaniline (1.00 g , 5.37 mmol) in pyridine (8 mL) was added acetyl chloride (0.76 mL, 10.7 mmol) at 0° C. The reaction mixture was stirred at room temperature for 1 hour and concentrated. The residue was extracted with EtOAc, washed with 5% citric acid, dried over MgSO4, concentrated, and triturated with ether to give 0.750 g (61%) of the desired product as off-white crystal. MS (DCI/NH3) m/z: 227.9 (M+H)+, 229.9 (M+2+H)+; 1H NMR (300 MHz, CDCl3) δ 2.21 (s, 6H), 6.... Starting materials: CCCCCC(=O)OCC(=O)C1C(C)CC2C3CC(F)C4=CC(=O)C=CC4(C)C3(Br)C(O)CC21C, Cc1cc(C)nc(C)c1. The product is CCCCCC(=O)OCC(=O)C1C(C)CC2C3=C(C(O)CC21C)C1(C)C=CC(=O)C=C1C(F)C3. As a reaction SMILES: [F:1][CH:2]1[CH2:3][CH:4]2[CH:5]3[CH2:6][CH:7]([CH3:35])[CH:8]([C:9]([CH2:10][O:11][C:12]([CH2:13][CH2:14][CH2:15][CH2:16][CH3:17])=[O:18])=[O:19])[C:20]3([CH3:34])[CH2:21][CH:22]([OH:33])[C:23]2([Br:32])[C:24]2([CH3:31])[CH:25]=[CH:26][C:27](=[O:30])[CH:28]=[C:29]12.[n:36]1[c:37]([CH3:38])[cH:39][c:40]([CH3:41])[cH:42][c:43]1[CH3:44]>>[F:1][CH:2]1[CH2:3][C:4]2=[C:23]([CH:22]([OH:33])[CH2:21][C:20]3([CH3:34])[CH:5]2[CH2:6][CH:7]([CH3:35])[CH:8]3[C:9]([CH2:10][O:11][C:12]([CH2:13][CH2:14][CH2:15][CH2:16][CH3:17])=[O:18])=[O:19])[C:24]2([CH3:31])[CH:25]=[CH:26][C:27](=[O:30])[CH:28]=[C:29]12.